From a dataset of the Open Reaction Database (ORD), a public repository of structured organic reaction records. describe an organic reaction: reactants, conditions, products, and yield Reactants: FC1=C(C(=O)O)C(=C(C(=C1F)C(=O)O)F)F (2,3,5,6-tetrafluoroterephthalic acid), [H-].[Al+3].[Li+].[H-].[H-].[H-] (lithium aluminium hydride), [OH-].[Na+] (sodium hydroxide), O (water). The solvent is CCOCC (ether), O1CCCC1 (tetrahydrofuran), O1CCCC1 (tetrahydrofuran). Conditions: temperature 10 celsius. Yields the product OCC1=C(C=C(C(=C1)F)CO)F (α,α'-dihydroxy-2,5-difluoro-paraxylene). As a reaction SMILES: [F:1][C:2]1[C:10](F)=[C:9]([C:12](O)=[O:13])[C:8]([F:15])=[C:7](F)[C:3]=1[C:4](O)=[O:5].[H-].[Al+3].[Li+].[H-].[H-].[H-].[OH-].[Na+].O>O1CCCC1.CCOCC>[OH:5][CH2:4][C:3]1[CH:7]=[C:8]([F:15])[C:9]([CH2:12][OH:13])=[CH:10][C:2]=1[F:1] |f:1.2.3.4.5.6,7.8|. Reported procedure: A solution of 63.2 g (0.265 mols of 2,3,5,6-tetrafluoroterephthalic acid (m.p. 268 - 271° C., obtainable from Pierce-Chemical, Rockford, Ill., U.S.A., in 450 ml of tetrahydrofuran are introduced in the course of 1 hour into a solution of 40.3 g (1.06 mols) of lithium aluminium hydride in 1200 ml of tetrahydrofuran. The reaction mixture is refluxed for 24 hours, then cooled to 10° C. and treated carefully with 40 ml of 15% sodium hydroxide solution and finally with 120ml of water. The white preci... The reactants are C([O-])([O-])=O.[Cs+].[Cs+] (cesium carbonate), CC1(OB(OC1(C)C)C=1C=C2CNC(C2=CC1)=O)C (5-(4,4,5,5-tetramethyl-1,3,2-dioxaborolan-2-yl)isoindolin-1-one), BrC1=C(C(=C(C=C1)OC(F)F)OC)OCC(C)C (1-bromo-4-(difluoromethoxy)-2-isobutoxy-3-methoxybenzene). Reagents/catalysts: [Pd].C1(=CC=CC=C1)P(C1=CC=CC=C1)C1=CC=CC=C1.C1(=CC=CC=C1)P(C1=CC=CC=C1)C1=CC=CC=C1.C1(=CC=CC=C1)P(C1=CC=CC=C1)C1=CC=CC=C1.C1(=CC=CC=C1)P(C1=CC=CC=C1)C1=CC=CC=C1 (tetrakis(triphenylphosphine) palladium(0)). The solvent is CN(C=O)C (dimethylformamide). Reaction conditions: temperature 85 celsius. The product is FC(OC1=C(C(=C(C=C1)C=1C=C2CNC(C2=CC1)=O)OCC(C)C)OC)F (5(4-(Difluoromethoxy)-2-isobutoxy-3-methoxyphenyl)isoindolin-1-one). RXN SMILES: Br[C:2]1[CH:7]=[CH:6][C:5]([O:8][CH:9]([F:11])[F:10])=[C:4]([O:12][CH3:13])[C:3]=1[O:14][CH2:15][CH:16]([CH3:18])[CH3:17].C(=O)([O-])[O-].[Cs+].[Cs+].CC1(C)C(C)(C)OB([C:33]2[CH:34]=[C:35]3[C:39](=[CH:40][CH:41]=2)[C:38](=[O:42])[NH:37][CH2:36]3)O1>CN(C)C=O.[Pd].C1(P(C2C=CC=CC=2)C2C=CC=CC=2)C=CC=CC=1.C1(P(C2C=CC=CC=2)C2C=CC=CC=2)C=CC=CC=1.C1(P(C2C=CC=CC=2)C2C=CC=CC=2)C=CC=CC=1.C1(P(C2C=CC=CC=2)C2C=CC=CC=2)C=CC=CC=1>[F:10][CH:9]([F:11])[O:8][C:5]1[CH:6]=[CH:7][C:2]([C:33]2[CH:34]=[C:35]3[C:39](=[CH:40][CH:41]=2)[C:38](=[O:42])[NH:37][CH2:36]3)=[C:3]([O:14][CH2:15][CH:16]([CH3:18])[CH3:17])[C:4]=1[O:12][CH3:13] |f:1.2.3,6.7.8.9.10|. Procedure details: To a stirring solution of 6-bromo-3-(difluoromethoxy)-2-methoxyphenol (100 mg, 0.371 mmol) in acetonitrile (10 mL), was added potassium carbonate (153.8 mg, 1.114 mmol) and isobutyl bromide (152.6 mg, 1.114 mmol) and the resultant reaction mixture was heated to 80° C. for 3 h. The reaction mixture was cooled to RT, filtered through celite and the filtrate was concentrated under reduced pressure to afford 300 mg of 1-Bromo-4-(difluoromethoxy)-2-isobutoxy-3-methoxybenzene as a solid. To a stirring... The reactants are CCc1nc(Cl)c2n1CCN(C(=O)OC(C)(C)C)C2CCc1ccc(C(F)(F)F)cc1, ClCCl, Cl, C1COCCO1. The product is CCc1nc(Cl)c2n1CCNC2CCc1ccc(C(F)(F)F)cc1. Reaction SMILES: [C:1]([O:2][C:3](=[O:4])[N:8]1[CH:9]([CH2:20][CH2:21][c:22]2[cH:23][cH:24][c:25]([C:28]([F:29])([F:30])[F:31])[cH:26][cH:27]2)[c:10]2[n:11]([c:14]([CH2:18][CH3:19])[n:15][c:16]2[Cl:17])[CH2:12][CH2:13]1)([CH3:5])([CH3:6])[CH3:7].[Cl:39][CH2:40][Cl:41].[ClH:32].[O:33]1[CH2:34][CH2:35][O:36][CH2:37][CH2:38]1>>[NH:8]1[CH:9]([CH2:20][CH2:21][c:22]2[cH:23][cH:24][c:25]([C:28]([F:29])([F:30])[F:31])[cH:26][cH:27]2)[c:10]2[n:11]([c:14]([CH2:18][CH3:19])[n:15][c:16]2[Cl:17])[CH2:12][CH2:13]1. RXN SMILES: [CH3:31][C:32]#[N:33].[I:1][CH2:2][CH2:3][CH2:4][CH2:5][c:6]1[cH:7][cH:8][cH:9][cH:10][cH:11]1.[c:12]1([P:18]([c:19]2[cH:20][cH:21][cH:22][cH:23][cH:24]2)[c:25]2[cH:26][cH:27][cH:28][cH:29][cH:30]2)[cH:13][cH:14][cH:15][cH:16][cH:17]1>>[CH2:2]([CH2:3][CH2:4][CH2:5][c:6]1[cH:7][cH:8][cH:9][cH:10][cH:11]1)[P+:18]([c:12]1[cH:13][cH:14][cH:15][cH:16][cH:17]1)([c:19]1[cH:20][cH:21][cH:22][cH:23][cH:24]1)[c:25]1[cH:26][cH:27][cH:28][cH:29][cH:30]1.[I-:1]. The reactants are CC#N, ICCCCc1ccccc1, c1ccc(P(c2ccccc2)c2ccccc2)cc1. The product is c1ccc(CCCC[P+](c2ccccc2)(c2ccccc2)c2ccccc2)cc1, [I-]. The reactants are CS(=O)(=O)c1ccc(-c2cc(C(F)(F)F)nc(S(C)(=O)=O)n2)cc1, COc1ccc(CN)cc1, CCOCC, CN1CCCC1=O, O. Yields the product COc1ccc(CNc2nc(-c3ccc(S(C)(=O)=O)cc3)cc(C(F)(F)F)n2)cc1. As a reaction SMILES: [CH3:1][S:2](=[O:3])(=[O:4])[c:5]1[n:6][c:7]([C:21]([F:22])([F:23])[F:24])[cH:8][c:9](-[c:11]2[cH:12][cH:13][c:14]([S:17](=[O:18])(=[O:19])[CH3:20])[cH:15][cH:16]2)[n:10]1.[CH3:25][O:26][c:27]1[cH:28][cH:29][c:30]([CH2:31][NH2:32])[cH:33][cH:34]1.[CH3:35][CH2:36][O:37][CH2:38][CH3:39].[CH3:40][N:41]1[CH2:42][CH2:43][CH2:44][C:45]1=[O:46].[OH2:47]>>[c:5]1([NH:32][CH2:31][c:30]2[cH:29][cH:28][c:27]([O:26][CH3:25])[cH:34][cH:33]2)[n:6][c:7]([C:21]([F:22])([F:23])[F:24])[cH:8][c:9](-[c:11]2[cH:12][cH:13][c:14]([S:17](=[O:18])(=[O:19])[CH3:20])[cH:15][cH:16]2)[n:10]1. The reactants are S1C(NC(CC1)=O)=O (tetrahydro-1,3-thiazin-2,4-dione), [OH-].C[N+](C)(C)C (tetramethylammonium hydroxide), CS(=O)(=O)O (methanesulfonic acid), N[C@@H](CC1=CNC=N1)C(=O)O (L-histidine). Yields the product C1=C(NC=N1)C[C@@H](C(=O)O)NC(=O)CCN (L-carnosine). The yield is 50.0%. Reaction SMILES: [NH2:1][C@H:2]([C:9]([OH:11])=[O:10])[CH2:3][C:4]1[N:8]=[CH:7][NH:6][CH:5]=1.S1[CH2:17][CH2:16][C:15](=[O:18])NC1=O.[OH-].C[N+:22](C)(C)C.CS(O)(=O)=O>>[CH:5]1[N:6]=[CH:7][NH:8][C:4]=1[CH2:3][C@H:2]([NH:1][C:15]([CH2:16][CH2:17][NH2:22])=[O:18])[C:9]([OH:11])=[O:10] |f:2.3|. Procedure: Starting with 1.55 g. (10 mmol) of L-histidine, 2.62 g. (20 mmol) of tetrahydro-1,3-thiazin-2,4-dione, 20% aqueous tetramethylammonium hydroxide solution to raise the pH and methanesulfonic acid to lower the pH, and following the procedure of Example 1, there was isolated 1.13 g. (50% yield) of L-carnosine. Starting materials: CNS(=O)(=O)c1ccc(CBr)cc1, CCOC(C)=O, [N-]=[N+]=[N-], [Na+], CN(C)C=O, O. The product is CNS(=O)(=O)c1ccc(CN=[N+]=[N-])cc1. As a reaction SMILES: [Br:1][CH2:2][c:3]1[cH:4][cH:5][c:6]([S:9](=[O:10])(=[O:11])[NH:12][CH3:13])[cH:7][cH:8]1.[CH3:24][CH2:25][O:26][C:27](=[O:28])[CH3:29].[N-:15]=[N+:16]=[N-:17].[Na+:14].[O:19]=[CH:20][N:21]([CH3:22])[CH3:23].[OH2:18]>>[CH2:2]([c:3]1[cH:4][cH:5][c:6]([S:9](=[O:10])(=[O:11])[NH:12][CH3:13])[cH:7][cH:8]1)[N:15]=[N+:16]=[N-:17]. Starting materials: ClC1=NC=2N(C(=C1)N(COCC[Si](C)(C)C)COCC[Si](C)(C)C)N=CC2 (5-chloro-N,N-bis((2-(trimethylsilyl)ethoxy)methyl)pyrazolo[1,5-a]pyrimidin-7-amine), CC1(OB(OC1(C)C)C1=CC2COCC(C1)N2C(=O)OC(C)(C)C)C.B(O)O (boronate tert-butyl 7-(4,4,5,5-tetramethyl-1,3,2-dioxaborolan-2-yl)-3-oxa-9-azabicyclo[3.3.1]non-6-ene-9-carboxylate), C(Cl)Cl (CH2Cl2), C(=O)([O-])[O-].[Na+].[Na+] (Na2CO3). The reagents and catalysts are C1=CC=C(C=C1)P([C-]2C=CC=C2)C3=CC=CC=C3.C1=CC=C(C=C1)P([C-]2C=CC=C2)C3=CC=CC=C3.Cl[Pd]Cl.[Fe+2] (Pd(dppf)Cl2). Solvent: COCCOC (DME), C(C)(=O)OCC (ethyl acetate), O (water). Yields the product C[Si](CCOCN(C1=CC(=NC=2N1N=CC2)C2=CC1COCC(C2)N1C(=O)OC(C)(C)C)COCC[Si](C)(C)C)(C)C (tert-butyl 7-(7-(bis((2-(trimethylsilyl)ethoxy)methyl)amino)pyrazolo[1,5-a]pyrimidin-5-yl)-3-oxa-9-azabicyclo[3.3.1]non-6-ene-9-carboxylate). The yield is 87.5%. RXN SMILES: Cl[C:2]1[CH:7]=[C:6]([N:8]([CH2:17][O:18][CH2:19][CH2:20][Si:21]([CH3:24])([CH3:23])[CH3:22])[CH2:9][O:10][CH2:11][CH2:12][Si:13]([CH3:16])([CH3:15])[CH3:14])[N:5]2[N:25]=[CH:26][CH:27]=[C:4]2[N:3]=1.CC1(C)C(C)(C)OB([C:36]2[CH2:43][CH:42]3[N:44]([C:45]([O:47][C:48]([CH3:51])([CH3:50])[CH3:49])=[O:46])[CH:38]([CH2:39][O:40][CH2:41]3)[CH:37]=2)O1.B(O)O.C(Cl)Cl.C([O-])([O-])=O.[Na+].[Na+]>COCCOC.C1C=CC(P(C2C=CC=CC=2)[C-]2C=CC=C2)=CC=1.C1C=CC(P(C2C=CC=CC=2)[C-]2C=CC=C2)=CC=1.Cl[Pd]Cl.[Fe+2].C(OCC)(=O)C.O>[CH3:14][Si:13]([CH3:16])([CH3:15])[CH2:12][CH2:11][O:10][CH2:9][N:8]([CH2:17][O:18][CH2:19][CH2:20][Si:21]([CH3:24])([CH3:23])[CH3:22])[C:6]1[N:5]2[N:25]=[CH:26][CH:27]=[C:4]2[N:3]=[C:2]([C:36]2[CH2:37][CH:38]3[N:44]([C:45]([O:47][C:48]([CH3:51])([CH3:50])[CH3:49])=[O:46])[CH:42]([CH2:41][O:40][CH2:39]3)[CH:43]=2)[CH:7]=1 |f:1.2,4.5.6,8.9.10.11|. Procedure details: A solution of 5-chloro-N,N-bis((2-(trimethylsilyl)ethoxy)methyl)pyrazolo[1,5-a]pyrimidin-7-amine (1.01 g, 2.35 mmol) in DME (18 mL) was treated with boronate tert-butyl 7-(4,4,5,5-tetramethyl-1,3,2-dioxaborolan-2-yl)-3-oxa-9-azabicyclo[3.3.1]non-6-ene-9-carboxylate (910 mg, 2.59 mmol), Pd(dppf)Cl2.CH2Cl2 (191 mg, 0.24 mmol), 2M aqueous Na2CO3 (9.1 mL) under argon and heated at 100° C. for 16 h. Upon cooling, water (50 mL) and ethyl acetate (70 mL) was added. Two layers were separated and organic... The reactants are CN(C)c1ccncc1, CCOC(=O)Cl, Nc1ccc2c(=O)c3cc(-c4ccccc4)cnc3ccc2c1, c1ccncc1. Product: CCOC(=O)Nc1ccc2c(=O)c3cc(-c4ccccc4)cnc3ccc2c1. RXN SMILES: [CH3:36][N:37]([CH3:38])[c:39]1[cH:40][cH:41][n:42][cH:43][cH:44]1.[Cl:24][C:25](=[O:26])[O:27][CH2:28][CH3:29].[NH2:1][c:2]1[cH:3][c:4]2[c:5]([c:6](=[O:21])[c:7]3[c:8]([n:9][cH:10][c:11](-[c:13]4[cH:14][cH:15][cH:16][cH:17][cH:18]4)[cH:12]3)[cH:19][cH:20]2)[cH:22][cH:23]1.[cH:30]1[cH:31][cH:32][n:33][cH:34][cH:35]1>>[NH:1]([c:2]1[cH:3][c:4]2[c:5]([c:6](=[O:21])[c:7]3[c:8]([n:9][cH:10][c:11](-[c:13]4[cH:14][cH:15][cH:16][cH:17][cH:18]4)[cH:12]3)[cH:19][cH:20]2)[cH:22][cH:23]1)[C:25](=[O:26])[O:27][CH2:28][CH3:29].